From a dataset of the Open Reaction Database (ORD), a public repository of structured organic reaction records. describe an organic reaction: reactants, conditions, products, and yield The reactants are O=C([O-])[O-], C1COCCO1, [Cs+], [Cs+], CN1C(=O)C2(CC(c3ccccc3)Oc3ccc(Br)cc32)N=C1N, OB(O)c1ccccc1, Cl[Pd]Cl, c1ccc(P(c2ccccc2)c2ccccc2)cc1, c1ccc(P(c2ccccc2)c2ccccc2)cc1. The product is CN1C(=O)C2(CC(c3ccccc3)Oc3ccc(-c4ccccc4)cc32)N=C1N. RXN SMILES: [C:40](=[O:41])([O-:42])[O-:43].[CH2:34]1[O:35][CH2:36][CH2:37][O:38][CH2:39]1.[Cs+:44].[Cs+:45].[NH2:1][C:2]1=[N:22][C:5]2([C:4](=[O:23])[N:3]1[CH3:24])[CH2:6][CH:7]([c:16]1[cH:17][cH:18][cH:19][cH:20][cH:21]1)[O:8][c:9]1[cH:10][cH:11][c:12]([Br:15])[cH:13][c:14]12.[OH:25][B:26]([OH:27])[c:28]1[cH:29][cH:30][cH:31][cH:32][cH:33]1.[Pd:46]([Cl:47])[Cl:48].[c:49]1([P:50]([c:51]2[cH:52][cH:53][cH:54][cH:55][cH:56]2)[c:57]2[cH:58][cH:59][cH:60][cH:61][cH:62]2)[cH:63][cH:64][cH:65][cH:66][cH:67]1.[c:68]1([P:69]([c:70]2[cH:71][cH:72][cH:73][cH:74][cH:75]2)[c:76]2[cH:77][cH:78][cH:79][cH:80][cH:81]2)[cH:82][cH:83][cH:84][cH:85][cH:86]1>>[NH2:1][C:2]1=[N:22][C:5]2([C:4](=[O:23])[N:3]1[CH3:24])[CH2:6][CH:7]([c:16]1[cH:17][cH:18][cH:19][cH:20][cH:21]1)[O:8][c:9]1[cH:10][cH:11][c:12](-[c:28]3[cH:29][cH:30][cH:31][cH:32][cH:33]3)[cH:13][c:14]12. Starting materials: BrC=1C=C(C=CC1C)CNC(CC(=O)NCC=1C(=C2C(=NC1CC)N(N=C2)CC)NC2CCOCC2)=O (N-[(3-bromo-4-methylphenyl)methyl]-N′-{[1,6-diethyl-4-(tetrahydro-2H-pyran-4-ylamino)-1H-pyrazolo[3,4-b]pyridin-5-yl]methyl}propanediamide), C(=O)C=1C=C(C=CC1)B(O)O ((3-formylphenyl)boronic acid), C([O-])([O-])=O.[Na+].[Na+] (sodium carbonate), O1CCOCC1 (1,4-dioxane). The reagents and catalysts are [Pd].C1(=CC=CC=C1)P(C1=CC=CC=C1)C1=CC=CC=C1.C1(=CC=CC=C1)P(C1=CC=CC=C1)C1=CC=CC=C1.C1(=CC=CC=C1)P(C1=CC=CC=C1)C1=CC=CC=C1.C1(=CC=CC=C1)P(C1=CC=CC=C1)C1=CC=CC=C1 (tetrakis (triphenylphosphine) palladium (0)). Solvent: O (water), CCOC(=O)C (EtOAc), O (water). Yields the product C(C)N1N=CC=2C1=NC(=C(C2NC2CCOCC2)CNC(CC(=O)NCC=2C=C(C(=CC2)C)C2=CC(=CC=C2)C=O)=O)CC (N-{[1,6-diethyl-4-(tetrahydro-2H-pyran-4-ylamino)-1H-pyrazolo[3,4-b]pyridin-5-yl]methyl}-N′-[(3′-formyl-6-methyl-3-biphenylyl)methyl]propanediamide). The yield is 5.1%. As a reaction SMILES: Br[C:2]1[CH:3]=[C:4]([CH2:9][NH:10][C:11](=[O:37])[CH2:12][C:13]([NH:15][CH2:16][C:17]2[C:18]([NH:30][CH:31]3[CH2:36][CH2:35][O:34][CH2:33][CH2:32]3)=[C:19]3[CH:27]=[N:26][N:25]([CH2:28][CH3:29])[C:20]3=[N:21][C:22]=2[CH2:23][CH3:24])=[O:14])[CH:5]=[CH:6][C:7]=1[CH3:8].[CH:38]([C:40]1[CH:41]=[C:42](B(O)O)[CH:43]=[CH:44][CH:45]=1)=[O:39].C(=O)([O-])[O-].[Na+].[Na+].O1CCOCC1>CCOC(C)=O.O.[Pd].C1(P(C2C=CC=CC=2)C2C=CC=CC=2)C=CC=CC=1.C1(P(C2C=CC=CC=2)C2C=CC=CC=2)C=CC=CC=1.C1(P(C2C=CC=CC=2)C2C=CC=CC=2)C=CC=CC=1.C1(P(C2C=CC=CC=2)C2C=CC=CC=2)C=CC=CC=1>[CH2:28]([N:25]1[C:20]2=[N:21][C:22]([CH2:23][CH3:24])=[C:17]([CH2:16][NH:15][C:13](=[O:14])[CH2:12][C:11]([NH:10][CH2:9][C:4]3[CH:3]=[C:2]([C:44]4[CH:43]=[CH:42][CH:41]=[C:40]([CH:38]=[O:39])[CH:45]=4)[C:7]([CH3:8])=[CH:6][CH:5]=3)=[O:37])[C:18]([NH:30][CH:31]3[CH2:36][CH2:35][O:34][CH2:33][CH2:32]3)=[C:19]2[CH:27]=[N:26]1)[CH3:29] |f:2.3.4,8.9.10.11.12|. Procedure details: A mixture of N-[(3-bromo-4-methylphenyl)methyl]-N′-{[1,6-diethyl-4-(tetrahydro-2H-pyran-4-ylamino)-1H-pyrazolo[3,4-b]pyridin-5-yl]methyl}propanediamide (1.3 g, 2.275 mmol), (3-formylphenyl)boronic acid (0.428 g, 2.85 mmol), tetrakis (triphenylphosphine) palladium (0) (0.093 g, 0.080 mmol), sodium carbonate (0.610 g, 5.76 mmol), and 1,4-dioxane (14 mL) and water (5 mL), while stirring under N2, was microwaved at 140° C. for 30 min. The reaction mixture was diluted with EtOAc and water. The organi...